The task is: describe an organic reaction: reactants, conditions, products, and yield. This data is from the Open Reaction Database (ORD), a public repository of structured organic reaction records. Reactants: ClCCCl, CN1CC(=O)Nc2ncc(C=CC(=O)O)cc2C1, CNCc1cccc2ccn(C)c12, CCN(C(C)C)C(C)C, Cl, Cl, Cl, CN(C)C=O, O, On1nnc2ccccc21. Product: CN1CC(=O)Nc2ncc(C=CC(=O)N(C)Cc3cccc4ccn(C)c34)cc2C1. Reaction SMILES: [CH2:53]([Cl:54])[CH2:55][Cl:56].[CH3:16][N:17]1[CH2:18][C:19](=[O:33])[NH:20][c:21]2[c:22]([cH:24][c:25]([CH:28]=[CH:29][C:30](=[O:31])[OH:32])[cH:26][n:27]2)[CH2:23]1.[CH3:1][NH:2][CH2:3][c:4]1[cH:5][cH:6][cH:7][c:8]2[cH:9][cH:10][n:11]([CH3:13])[c:12]12.[CH:44]([N:45]([CH:46]([CH3:47])[CH3:48])[CH2:49][CH3:50])([CH3:51])[CH3:52].[ClH:14].[ClH:15].[ClH:57].[O:58]=[CH:59][N:60]([CH3:61])[CH3:62].[OH2:63].[OH:34][n:35]1[c:36]2[c:37]([cH:38][cH:39][cH:40][cH:41]2)[n:42][n:43]1>>[CH3:1][N:2]([CH2:3][c:4]1[cH:5][cH:6][cH:7][c:8]2[cH:9][cH:10][n:11]([CH3:13])[c:12]12)[C:30]([CH:29]=[CH:28][c:25]1[cH:24][c:22]2[c:21]([n:27][cH:26]1)[NH:20][C:19](=[O:33])[CH2:18][N:17]([CH3:16])[CH2:23]2)=[O:31]. Reactants: [BH4-].[Na+] (sodium borohydride), FC1=C(C(=O)C2C(C2)C#N)C=CC(=C1)C(F)(F)F (2-[2-Fluoro-4-(trifluoromethyl)benzoyl]cyclopropanecarbonitrile), [Cl-].[NH4+] (ammonium chloride). Solvent: C(C)O (ethanol), C(C)(=O)OCC (ethyl acetate), C(C)(=O)OCC (ethyl acetate). Reaction conditions: temperature 40 celsius, time 1 hour. Yields the product FC1=C(C=CC(=C1)C(F)(F)F)C(C1C(C1)C#N)O (2-{[2-Fluoro-4-(trifluoromethyl)phenyl] (hydroxy)methyl}cyclopropanecarbonitrile). RXN SMILES: [BH4-].[Na+].[F:3][C:4]1[CH:16]=[C:15]([C:17]([F:20])([F:19])[F:18])[CH:14]=[CH:13][C:5]=1[C:6]([CH:8]1[CH2:10][CH:9]1[C:11]#[N:12])=[O:7].[Cl-].[NH4+]>C(O)C.C(OCC)(=O)C>[F:3][C:4]1[CH:16]=[C:15]([C:17]([F:20])([F:19])[F:18])[CH:14]=[CH:13][C:5]=1[CH:6]([OH:7])[CH:8]1[CH2:10][CH:9]1[C:11]#[N:12] |f:0.1,3.4|. Procedure: 351 mg (9.28 mmol) of sodium borohydride were added to 2.17 g (8.44 mmol) of the compound from Example 129A in 38 ml of ethanol and 16 ml of ethyl acetate under argon, and the mixture was stirred at 40° C. for 1 h. The reaction mixture was added to saturated aqueous ammonium chloride solution and ethyl acetate, the phases were separated, the aqueous phase was extracted twice with ethyl acetate, and the combined organic phases were dried over magnesium sulfate, filtered and concentrated. The crud... Starting materials: ClCCC1=CC(=C(C=C1)NC(C)=O)C (N-[4-(2-chloro-ethyl)-2-methyl-phenyl]-acetamide), IC (iodomethane). The product is ClCCC1=CC(=C(C=C1)N(C(C)=O)C)C (N-[4-(2-Chloro-ethyl)-2-methyl-phenyl]-N-methyl-acetamide), oil. Isolated yield 100.0%. Reaction SMILES: [Cl:1][CH2:2][CH2:3][C:4]1[CH:9]=[CH:8][C:7]([NH:10][C:11](=[O:13])[CH3:12])=[C:6]([CH3:14])[CH:5]=1.I[CH3:16]>>[Cl:1][CH2:2][CH2:3][C:4]1[CH:9]=[CH:8][C:7]([N:10]([CH3:16])[C:11](=[O:13])[CH3:12])=[C:6]([CH3:14])[CH:5]=1. Procedure: N-[4-(2-Chloro-ethyl)-2-methyl-phenyl]-N-methyl-acetamide was prepared according to the general method as outlined in Preparation 43 starting from N-[4-(2-chloro-ethyl)-2-methyl-phenyl]-acetamide (0.450 g, 2.126 mmol) and iodomethane (0.176 ml, 2.834 mmol). After chromatographic purification, the product was isolated as a viscous oil (0.480 g, 2.125 mmol). Yield=100%. MS (APCI): 226 [M+H]+; 1H NMR (400 MHz, CDCl3) δ 7.13(bs, 1H), 7.08 (bd, J=7.57 Hz, 1H), 7.05 (d, J=7.57 Hz, 1H), 3.71 (t, J=7.06...